This data is from the Open Reaction Database (ORD), a public repository of structured organic reaction records. The task is: describe an organic reaction: reactants, conditions, products, and yield Reactants: C(C)(C)(C)OC(=O)NC(CC1=CC=CC=C1)(C)C1=NN=C(O1)C=1C=C(C(=O)O)C=C(C1)N(S(=O)(=O)C)C (3-(5-{1-[(tert-butoxycarbonyl)amino]-1-methyl-2-phenylethyl}-1,3,4-oxadiazol-2-yl)-5-[methyl(methylsulfonyl)amino]benzoic acid), C(C)(C)(C)OC(=O)NC(CC1=CC=CC=C1)(C)C1=NN=C(O1)C=1C=C(C(=O)O)C=C(C1)N(S(=O)(=O)C)C (3-(5-{1-[(tert-butoxycarbonyl)amino]-1-methyl-2-phenylethyl}-1,3,4-oxadiazol-2-yl)-5-[methyl(methylsulfonyl)amino]benzoic acid), amine hydrochloride, C(C)(C)N(CC)C(C)C (diisopropylethylamine), C(CCl)Cl (EDC), C1=CC2=C(N=C1)N(N=N2)O (HOAt). The solvent is C(Cl)(Cl)Cl (CHCl3). Product: C(C)(C)(C)OC(NC(CC1=CC=CC=C1)(C)C=1OC(=NN1)C1=CC(=CC(=C1)N(S(=O)(=O)C)C)C(=O)N(C)OC)=O (tert-butyl[1-(5-{3-{[methoxy(methyl)amino]carbonyl}-5-[methyl(methylsulfonyl)amino]phenyl}-1,3,4-oxadiazol-2-yl)-1-methyl-2-phenylethyl]carbamate). As a reaction SMILES: [C:1]([O:5][C:6]([NH:8][C:9]([C:18]1[O:22][C:21]([C:23]2[CH:24]=[C:25]([CH:29]=[C:30]([N:32]([CH3:37])[S:33]([CH3:36])(=[O:35])=[O:34])[CH:31]=2)[C:26](O)=[O:27])=[N:20][N:19]=1)([CH3:17])[CH2:10][C:11]1[CH:16]=[CH:15][CH:14]=[CH:13][CH:12]=1)=[O:7])([CH3:4])([CH3:3])[CH3:2].[CH:38](N(C(C)C)CC)(C)C.C(Cl)CCl.C1C=N[C:54]2[N:57]([OH:60])N=NC=2C=1>C(Cl)(Cl)Cl>[C:1]([O:5][C:6](=[O:7])[NH:8][C:9]([C:18]1[O:22][C:21]([C:23]2[CH:31]=[C:30]([N:32]([CH3:37])[S:33]([CH3:36])(=[O:35])=[O:34])[CH:29]=[C:25]([C:26]([N:57]([O:60][CH3:38])[CH3:54])=[O:27])[CH:24]=2)=[N:20][N:19]=1)([CH3:17])[CH2:10][C:11]1[CH:16]=[CH:15][CH:14]=[CH:13][CH:12]=1)([CH3:3])([CH3:4])[CH3:2]. Procedure details: To a slurry of 3-(5-{1-[(tert-butoxycarbonyl)amino]-1-methyl-2-phenylethyl}-1,3,4-oxadiazol-2-yl)-5-[methyl(methylsulfonyl)amino]benzoic acid (Intermediate VI) (0.303 g, 0.571 mmol) and Weinreb amine hydrochloride (0.111 g, 1.142 mmol) in 6 mL CHCl3 was added diisopropylethylamine (0.150 mL, 0.857 mmol), followed by EDC (0.154 g, 0.857 mmol) and HOAt (0.035 g, 0.228 mmol) After 7 days at rt, the reaction was quenched by the addition of brine. The layers were separated, the aqueous washed with CH... Starting materials: CC1=CC(=C(C=C1C)O)[N+](=O)[O-] (4,5-dimethyl-2-nitrophenol), O1CCCC1 (tetrahydrofuran). The reagents and catalysts are [Pd] (palladium). Solvent: C(C)O (ethanol). Run at time 5 hour. The product is CC1=CC(=C(N)C=C1C)O (4,5-Dimethyl-2-hydroxyaniline). Isolated yield 77.0%. RXN SMILES: [CH3:1][C:2]1[C:7]([CH3:8])=[CH:6][C:5]([OH:9])=[C:4]([N+:10]([O-])=O)[CH:3]=1.O1CCCC1>[Pd].C(O)C>[CH3:8][C:7]1[C:2]([CH3:1])=[CH:3][C:4]([NH2:10])=[C:5]([OH:9])[CH:6]=1. Procedure: To 4,5-dimethyl-2-nitrophenol(11.7 g, 0.07 mol), tetrahydrofuran(100 ml) and ethanol(40 ml) were added, and 10% palladium/activated carbon(0.57 g) was added slowly, and then the mixture was hydrogenated for 5 hours. The reaction mixture was concentrated and chromatographed by the same way above to obtain the titled compound.